Dataset: the Open Reaction Database (ORD), a public repository of structured organic reaction records. Task: describe an organic reaction: reactants, conditions, products, and yield The reactants are C(C=C)(=O)OCCO (hydroxyethyl acrylate), 2-ethylenyl-5,5-dimethyl-1,3-dioxane, C1(=CC=C(C=C1)S(=O)(=O)O)C (p-toluenesulfonic acid). Yields the product C(C=C)(=O)OCCOCCC1OCC(CO1)(C)C (2-(5,5-Dimethyl-1,3-dioxan-2-yl)ethoxyethyl acrylate). As a reaction SMILES: [C:1]([O:5][CH2:6][CH2:7][OH:8])(=[O:4])[CH:2]=[CH2:3].[C:9]1([CH3:19])[CH:14]=CC(S(O)(=O)=O)=C[CH:10]=1>>[C:1]([O:5][CH2:6][CH2:7][O:8][CH2:3][CH2:2][CH:1]1[O:4][CH2:14][C:9]([CH3:10])([CH3:19])[CH2:6][O:5]1)(=[O:4])[CH:2]=[CH2:3]. Reported procedure: A mixture of hydroxyethyl acrylate (11.6 g), an equivalent amount of 2-ethylenyl-5,5-dimethyl-1,3-dioxane (EDD) (14.2 g), and a catalytic amount of p-toluenesulfonic acid (100 mg) was heated at 65° C. overnight. Gas chromatography showed that reaction occurred. The unreacted starting materials were removed at 40° C. under 0.05 mm Hg. Reactants: C(C)(C)(C)OC(=O)N1CC(NCC1)=O (4-(tert-Butyloxycarbonyl)piperazin-2-one), [H-].[Na+] (sodium hydride), BrC(C)C1=CC=CC=C1 ((1-bromoethyl)benzene). The solvent is CN(C)C=O (DMF). Yields the product C1(=CC=CC=C1)C(C)N1C(CN(CC1)C(=O)OC(C)(C)C)=O (1-(1-Phenylethyl)-4-(tert-butyloxycarbonyl)piperazin-2-one). Isolated yield 89.0%. As a reaction SMILES: [C:1]([O:5][C:6]([N:8]1[CH2:13][CH2:12][NH:11][C:10](=[O:14])[CH2:9]1)=[O:7])([CH3:4])([CH3:3])[CH3:2].[H-].[Na+].Br[CH:18]([C:20]1[CH:25]=[CH:24][CH:23]=[CH:22][CH:21]=1)[CH3:19]>CN(C=O)C>[C:20]1([CH:18]([N:11]2[CH2:12][CH2:13][N:8]([C:6]([O:5][C:1]([CH3:4])([CH3:2])[CH3:3])=[O:7])[CH2:9][C:10]2=[O:14])[CH3:19])[CH:25]=[CH:24][CH:23]=[CH:22][CH:21]=1 |f:1.2|. Procedure: In the same way as that described in Example 1, Step 1, using Intermediate 1 (500 mg, 2.5 mmol), sodium hydride (110 mg of a 60% dispersion in mineral oil, 2.8 mmol), (1-bromoethyl)benzene (0.44 mL, 3.25 mmol) and DMF (12 mL). The title piperazinone (677 mg, 89%) was isolated as a colourless oil, which solidified on standing at 0° C. mp. 62-64° C. 1H NMR (250 MHz, CDCl3) δ1.40 (9H, s), 1.53 (3H, d, J=7.2 Hz), 2.80-2.90 (1H, m), 3.14-3.36 (2H, m), 3.56-3.71 (1H, m), 4.07 (1H, d, J=18.2 Hz), 4.22 ... The reactants are [H-].[Al+3].[Li+].[H-].[H-].[H-] (Lithium aluminum hydride), FC1=C(C(=CC=C1F)F)CC(=O)O (2-(2,3,6-trifluorophenyl)acetic acid), O (water), [OH-].[Na+] (sodium hydroxide), O (water). Solvent: C(C)OCC (diethyl ether), C(C)OCC (diethyl ether), C(C)OCC (diethyl ether). Yields the product FC1=C(C(=CC=C1F)F)CCO (2-(2,3,6-trifluorophenyl)ethyl alcohol). Isolated yield 102.5%. Reaction SMILES: [H-].[Al+3].[Li+].[H-].[H-].[H-].[F:7][C:8]1[C:13]([F:14])=[CH:12][CH:11]=[C:10]([F:15])[C:9]=1[CH2:16][C:17](O)=[O:18].O.[OH-].[Na+]>C(OCC)C>[F:7][C:8]1[C:13]([F:14])=[CH:12][CH:11]=[C:10]([F:15])[C:9]=1[CH2:16][CH2:17][OH:18] |f:0.1.2.3.4.5,8.9|. Procedure: Lithium aluminum hydride (0.8 g) is suspended in dry diethyl ether (5 ml) and the mixture is stirred. To the mixture is added dropwise a solution of 2-(2,3,6-trifluorophenyl)acetic acid (2.0 g) in dry diethyl ether (15 ml), and the mixture is refluxed for 30 minutes. To the reaction mixture are added water (0.8 ml), 10% aqueous sodium hydroxide (0.8 ml) and water (1.6 ml) in this order, and the mixture is stirred at room temperature. To the mixture is added diethyl ether (10 ml), and the resulti... Run in C(C)O (ethanol). Yield: 71.1%. RXN SMILES: [NH2:1][C:2](=[S:14])[CH2:3][N:4]1[CH:8]=[C:7]([C:9]([O:11][CH2:12][CH3:13])=[O:10])[CH:6]=[N:5]1.Br[CH2:16][C:17]([C:19]1[CH:24]=[CH:23][CH:22]=[C:21]([Br:25])[CH:20]=1)=O>C(O)C>[Br:25][C:21]1[CH:20]=[C:19]([C:17]2[N:1]=[C:2]([CH2:3][N:4]3[CH:8]=[C:7]([C:9]([O:11][CH2:12][CH3:13])=[O:10])[CH:6]=[N:5]3)[S:14][CH:16]=2)[CH:24]=[CH:23][CH:22]=1. Yields the product BrC=1C=C(C=CC1)C=1N=C(SC1)CN1N=CC(=C1)C(=O)OCC (ethyl 1-{[4-(3-bromophenyl)-1,3-thiazol-2-yl]methyl}-1H-pyrazole-4-carboxylate). Procedure: To a solution (5 mL) of the compound (1.1 g, 5.16 mmol) obtained in Example 1b in ethanol was added 2-bromo-1-(3-bromophenyl)ethanone (1.6 g, 5.67 mmol), and the mixture was heated under reflux for 3 hr. The mixture was allowed to cool to room temperature and the solvent was evaporated under reduced pressure. The obtained crude product was washed with ethyl acetate to give the title compound (1.44 g, 71%) as white crystals. Starting materials: solution, NC(CN1N=CC(=C1)C(=O)OCC)=S (ethyl 1-(2-amino-2-thioxoethyl)-1H-pyrazole-4-carboxylate), BrCC(=O)C1=CC(=CC=C1)Br (2-bromo-1-(3-bromophenyl)ethanone).